Dataset: the Open Reaction Database (ORD), a public repository of structured organic reaction records. Task: describe an organic reaction: reactants, conditions, products, and yield Reactants: ice water, OC1N(C(N(C1)C)=O)C1=CC(=C(C=C1)OC(C(F)F)(F)F)C (4-hydroxy-1-methyl-3-[3-methyl-4-(1,1,2,2-tetrafluoroethoxy)phenyl]imidazolidin-2-one), C(C1=CC=CC=C1)Cl (benzyl chloride), [H-].[Na+] (sodium hydride). Run in C(C)#N (acetonitrile). Reaction conditions: temperature 5 celsius, time 10 minute. Yields the product C(C1=CC=CC=C1)OC1N(C(N(C1)C)=O)C1=CC(=C(C=C1)OC(C(F)F)(F)F)C (4-Benzyloxy-1-methyl-3-[3-methyl-4-(1,1,2,2-tetrafluoroethoxy)phenyl]imidazolidin-2-one). RXN SMILES: [OH:1][CH:2]1[CH2:6][N:5]([CH3:7])[C:4](=[O:8])[N:3]1[C:9]1[CH:14]=[CH:13][C:12]([O:15][C:16]([F:21])([F:20])[CH:17]([F:19])[F:18])=[C:11]([CH3:22])[CH:10]=1.[H-].[Na+].[CH2:25](Cl)[C:26]1[CH:31]=[CH:30][CH:29]=[CH:28][CH:27]=1>C(#N)C>[CH2:25]([O:1][CH:2]1[CH2:6][N:5]([CH3:7])[C:4](=[O:8])[N:3]1[C:9]1[CH:14]=[CH:13][C:12]([O:15][C:16]([F:21])([F:20])[CH:17]([F:18])[F:19])=[C:11]([CH3:22])[CH:10]=1)[C:26]1[CH:31]=[CH:30][CH:29]=[CH:28][CH:27]=1 |f:1.2|. Procedure: 16.1 g (0.05 mol) of 4-hydroxy-1-methyl-3-[3-methyl-4-(1,1,2,2-tetrafluoroethoxy)phenyl]imidazolidin-2-one are dissolved in 150 ml of acetonitrile, and 1.50 g of sodium hydride (80% strength in white oil) are added at 5° C. The mixture is stirred for 10 minutes at 5° C., and 6.40 g (0.05 mol) of benzyl chloride are subsequently added dropwise at 5° C. The mixture is stirred for 5 hours at 50°and poured into 400 ml of ice-water. The mixture is extracted twice with 100 ml of methylene chloride in ...